This data is from the Open Reaction Database (ORD), a public repository of structured organic reaction records. The task is: describe an organic reaction: reactants, conditions, products, and yield The reactants are FC1=C(C=CC(=C1)CC(=O)O)C1=C(C=C(C=C1)F)F (2,2',4'-trifluoro-4-biphenylyl acetic acid), CO (methanol). The solvent is S(O)(O)(=O)=O (sulphuric acid). The product is FC1=C(C=CC(=C1)CC(=O)OC)C1=C(C=C(C=C1)F)F (methyl 2,2',4'-trifluoro-4-biphenylylacetate). As a reaction SMILES: [F:1][C:2]1[CH:7]=[C:6]([CH2:8][C:9]([OH:11])=[O:10])[CH:5]=[CH:4][C:3]=1[C:12]1[CH:17]=[CH:16][C:15]([F:18])=[CH:14][C:13]=1[F:19].[CH3:20]O>S(=O)(=O)(O)O>[F:1][C:2]1[CH:7]=[C:6]([CH2:8][C:9]([O:11][CH3:20])=[O:10])[CH:5]=[CH:4][C:3]=1[C:12]1[CH:17]=[CH:16][C:15]([F:18])=[CH:14][C:13]=1[F:19]. Procedure: A solution of 2,2',4'-trifluoro-4-biphenylyl acetic acid (10 g.) in anhydrous methanol (100 ml.) and concentrated sulphuric acid (5 ml.) was refluxed overnight. Excess solvent was distilled and the residue was poured onto ice-water and extracted with ether. The extracts were washed with dilute aqueous sodium bicarbonate and then dried, evaporated and distilled to give a yellow oil, b.p. 142°-146°/0.5 mm., which solidified on cooling. This was crystallized from 62-68 petroleum ether to give methy... Reactants: C1CCOC1, CCC(CO)Nc1ncc(Cl)c(-c2ccc(C(=O)OC)cc2)n1, Cl, [Li+], [OH-], O, O. The product is CCC(CO)Nc1ncc(Cl)c(-c2ccc(C(=O)O)cc2)n1. As a reaction SMILES: [CH2:27]1[O:28][CH2:29][CH2:30][CH2:31]1.[CH3:1][O:2][C:3]([c:4]1[cH:5][cH:6][c:7](-[c:10]2[n:11][c:12]([NH:17][CH:18]([CH2:19][CH3:20])[CH2:21][OH:22])[n:13][cH:14][c:15]2[Cl:16])[cH:8][cH:9]1)=[O:23].[ClH:33].[Li+:26].[OH-:25].[OH2:24].[OH2:32]>>[O:2]=[C:3]([c:4]1[cH:5][cH:6][c:7](-[c:10]2[n:11][c:12]([NH:17][CH:18]([CH2:19][CH3:20])[CH2:21][OH:22])[n:13][cH:14][c:15]2[Cl:16])[cH:8][cH:9]1)[OH:23]. Starting materials: Cc1cc(C)c(-c2cc(SCCC(=O)NCCOCCN)nc(N)n2)cc1C(=O)OC(C)(C)C, CCN=C=NCCCN(C)C, CCN(C(C)C)C(C)C, ClCCl, Cl, O=C(O)C(F)(F)F, On1nnc2ccccc21. Product: Cc1cc(C)c2cc1C(=O)NCCOCCNC(=O)CCSc1cc-2nc(N)n1. RXN SMILES: [C:1]([CH3:3])([CH3:4])([O:5][C:6](=[O:2])[c:7]1[c:8]([CH3:33])[cH:9][c:10]([CH3:32])[c:11](-[c:13]2[n:14][c:15]([NH2:31])[n:16][c:17]([S:19][CH2:20][CH2:21][C:22]([NH:23][CH2:24][CH2:25][O:26][CH2:27][CH2:28][NH2:29])=[O:30])[cH:18]2)[cH:12]1)[CH3:34].[CH2:62]([N:63]=[C:64]=[N:65][CH2:66][CH2:67][CH2:68][N:69]([CH3:70])[CH3:71])[CH3:72].[CH:52]([N:53]([CH:54]([CH3:55])[CH3:56])[CH2:57][CH3:58])([CH3:59])[CH3:60].[Cl:73][CH2:74][Cl:75].[ClH:61].[OH:35][C:36]([C:37]([F:38])([F:39])[F:40])=[O:41].[OH:42][n:43]1[c:44]2[cH:45][cH:46][cH:47][cH:48][c:49]2[n:50][n:51]1>>[O:5]=[C:6]1[c:7]2[c:8]([CH3:33])[cH:9][c:10]([CH3:32])[c:11]([cH:12]2)-[c:13]2[n:14][c:15]([NH2:31])[n:16][c:17]([cH:18]2)[S:19][CH2:20][CH2:21][C:22](=[O:30])[NH:23][CH2:24][CH2:25][O:26][CH2:27][CH2:28][NH:29]1. Starting materials: O=C([O-])[O-], COc1ccc(CCNc2cc(Cl)nc(OC)n2)cc1, [Cs+], [Cs+], OB(O)c1cccc2cnccc12. Yields the product COc1ccc(CCNc2cc(-c3cccc4cnccc34)nc(OC)n2)cc1. RXN SMILES: [C:34](=[O:35])([O-:36])[O-:37].[Cl:1][c:2]1[cH:3][c:4]([NH:10][CH2:11][CH2:12][c:13]2[cH:14][cH:15][c:16]([O:19][CH3:20])[cH:17][cH:18]2)[n:5][c:6]([O:8][CH3:9])[n:7]1.[Cs+:38].[Cs+:39].[cH:21]1[n:22][cH:23][cH:24][c:25]2[c:26]([B:31]([OH:32])[OH:33])[cH:27][cH:28][cH:29][c:30]12>>[c:2]1(-[c:26]2[c:25]3[cH:24][cH:23][n:22][cH:21][c:30]3[cH:29][cH:28][cH:27]2)[cH:3][c:4]([NH:10][CH2:11][CH2:12][c:13]2[cH:14][cH:15][c:16]([O:19][CH3:20])[cH:17][cH:18]2)[n:5][c:6]([O:8][CH3:9])[n:7]1.